From a dataset of the Open Reaction Database (ORD), a public repository of structured organic reaction records. describe an organic reaction: reactants, conditions, products, and yield Yield: 76.0%. Reaction SMILES: [Cl:1][C:2]1[CH:3]=[N:4][C:5]([CH2:8][CH2:9][CH2:10][C:11]#[CH:12])=NC=1.CCCCCCC.C(OCC)(=O)C>[N+](C1C=CC=CC=1)([O-])=O>[Cl:1][C:2]1[CH:3]=[N:4][C:5]2[CH2:8][CH2:9][CH2:10][C:11]=2[CH:12]=1. The reactants are ClC=1C=NC(=NC1)CCCC#C (5-chloro-2-(pent-4-ynyl)pyrimidine), C(C)(=O)OCC (ethyl acetate), CCCCCCC (heptane). Yields the product ClC=1C=NC=2CCCC2C1 (3-chloro-6,7-dihydro-5H-[1]pyrindine), solid. Reported procedure: A solution of 5-chloro-2-(pent-4-ynyl)pyrimidine (H. C. van der Plas, Tetrahedron 1989, 45, 5151-5162) (4.95 g (27.4 mmol) in nitrobenzene (50 ml) was heated to 210° C. for 1.5 hours under a continuous stream of nitrogen. The reaction was followed by TLC (silica gel, heptane: ethyl acetate=2:1; UV detection 254 nm). After completion, the reaction mixture was purified by flash chromatography on silica gel using a gradient of heptane/ethyl acetate=100:0 to 80:20 as the eluent. The 3-chloro-6,7-dih... Solvent: [N+](=O)([O-])C1=CC=CC=C1 (nitrobenzene). Starting materials: FC(F)(F)c1nnc2ccc(Cl)nn12, OC1(c2ccccn2)CCNCC1. Yields the product OC1(c2ccccn2)CCN(c2ccc3nnc(C(F)(F)F)n3n2)CC1. RXN SMILES: [Cl:14][c:15]1[cH:16][cH:17][c:18]2[n:19]([n:20]1)[c:21]([C:24]([F:25])([F:26])[F:27])[n:22][n:23]2.[n:1]1[c:2]([C:7]2([OH:13])[CH2:8][CH2:9][NH:10][CH2:11][CH2:12]2)[cH:3][cH:4][cH:5][cH:6]1>>[n:1]1[c:2]([C:7]2([OH:13])[CH2:8][CH2:9][N:10]([c:15]3[cH:16][cH:17][c:18]4[n:19]([n:20]3)[c:21]([C:24]([F:25])([F:26])[F:27])[n:22][n:23]4)[CH2:11][CH2:12]2)[cH:3][cH:4][cH:5][cH:6]1. Procedure: A mixture of 1.88 g of 2,3-epoxy-3-methyl-1,4-naphthoquinone, 3.16 g of piperazinecarboxylic acid, ethyl ester and 100 ml of absolute ethanol was stirred for 12 hours at 50°C. The solvent was then removed and the remainder filtered through a one inch plug of silica gel and eluted with chloroform. The eluate was evpaorated, giving 1 g of the desired product as a viscous red oil. The yield is 30.5%. The product is CC1=C(C(C2=CC=CC=C2C1=O)=O)N1CCN(CC1)C(=O)OCC (4-(1,4-Dihydro-3-methyl-1,4-dioxo-2-naphthalenyl)-1-piperazinecarboxylic acid, ethyl ester). Run at temperature 50 celsius, time 12 hour. Run in C(C)O (ethanol). The reactants are O1C2C(C3=CC=CC=C3C(C21C)=O)=O (2,3-epoxy-3-methyl-1,4-naphthoquinone), N1(CCNCC1)C(=O)OCC (piperazinecarboxylic acid, ethyl ester). RXN SMILES: O1[C:11]2([CH3:12])[CH:2]1[C:3](=[O:14])[C:4]1[C:9]([C:10]2=[O:13])=[CH:8][CH:7]=[CH:6][CH:5]=1.[N:15]1([C:21]([O:23][CH2:24][CH3:25])=[O:22])[CH2:20][CH2:19][NH:18][CH2:17][CH2:16]1>C(O)C>[CH3:12][C:11]1[C:10](=[O:13])[C:9]2[C:4](=[CH:5][CH:6]=[CH:7][CH:8]=2)[C:3](=[O:14])[C:2]=1[N:18]1[CH2:17][CH2:16][N:15]([C:21]([O:23][CH2:24][CH3:25])=[O:22])[CH2:20][CH2:19]1. The reactants are N1C(NCC1)=S (2-imidazolidinethione), CC=1NC2=CC=CC=C2C1 (2-methylindole), [I-].[K+] (potassium iodide), II (iodine). Run in CO (methanol), CO (methanol), O (water). Yields the product I.CC=1NC2=CC=CC=C2C1SC=1NCCN1 (2-methyl-3-(2-imidazolin-2-ylthio)-indole hydriodide). Reaction SMILES: [CH3:1][C:2]1[NH:3][C:4]2[C:9]([CH:10]=1)=[CH:8][CH:7]=[CH:6][CH:5]=2.[I-:11].[K+].II.[NH:15]1[CH2:19][CH2:18][NH:17][C:16]1=[S:20]>CO.O>[IH:11].[CH3:1][C:2]1[NH:3][C:4]2[C:9]([C:10]=1[S:20][C:16]1[NH:17][CH2:18][CH2:19][N:15]=1)=[CH:8][CH:7]=[CH:6][CH:5]=2 |f:1.2,7.8|. Procedure: A solution of 13.1 g of 2-methylindole in 175 ml of warm methanol is added to a well-stirred solution of 50 g of potassium iodide and 25.4 g of iodine in 150 ml of water. This mixture is further treated with a hot solution of 10.2 g of 2-imidazolidinethione in 150 ml of warm methanol. The reaction is carried out and worked up in the manner described under Example 1 to yield 2-methyl-3-(2-imidazolin-2-ylthio)-indole hydriodide which melts at 227°-228° (with decomposition) after recrystallization ... Reactants: [Cl-].[NH4+] (ammonium chloride), FC(C1=NC2=C(N1C1=NC(=NC(=C1)N1CCOCC1)NCC1CCN(CC1)C1C(CCC1)C(=O)OC)C=CC=C2)F (methyl 2-{4-[({4-[2-(difluoromethyl)-1H-benzimidazol-1-yl]-6-(morpholin-4-yl)pyrimidin-2-yl}amino)methyl]piperidin-1-yl}cyclopentane carboxylate), O1CCCC1 (tetrahydrofuran), solution, C[Li] (methyllithium), C(C)OCC (diethyl ether). Conditions: time 4 hour. Product: FC(C1=NC2=C(N1C1=NC(=NC(=C1)N1CCOCC1)NCC1CCN(CC1)C1C(CCC1)C(C)(C)O)C=CC=C2)F (2-(2-{4-[({4-[2-(difluoromethyl)-1H-benzimidazol-1-yl]-6-(morpholin-4-yl)pyrimidin-2-yl}amino)methyl]piperidin-1-yl}cyclopentyl)propan-2-ol). Reaction SMILES: [F:1][CH:2]([F:41])[C:3]1[N:7]([C:8]2[CH:13]=[C:12]([N:14]3CCOCC3)[N:11]=[C:10]([NH:20][CH2:21][CH:22]3[CH2:27][CH2:26][N:25]([CH:28]4[CH2:32][CH2:31][CH2:30][CH:29]4C(OC)=O)[CH2:24][CH2:23]3)[N:9]=2)[C:6]2[CH:37]=[CH:38][CH:39]=[CH:40][C:5]=2[N:4]=1.[O:42]1[CH2:46][CH2:45]CC1.[CH3:47][Li].[Cl-].[NH4+].[CH2:51]([O:53][CH2:54][CH3:55])[CH3:52]>>[F:1][CH:2]([F:41])[C:3]1[N:7]([C:8]2[CH:13]=[C:12]([N:14]3[CH2:55][CH2:54][O:53][CH2:51][CH2:52]3)[N:11]=[C:10]([NH:20][CH2:21][CH:22]3[CH2:27][CH2:26][N:25]([CH:28]4[CH2:32][CH2:31][CH2:30][CH:29]4[C:46]([OH:42])([CH3:45])[CH3:47])[CH2:24][CH2:23]3)[N:9]=2)[C:6]2[CH:37]=[CH:38][CH:39]=[CH:40][C:5]=2[N:4]=1 |f:3.4|. Procedure details: To a mixture of methyl 2-{4-[({4-[2-(difluoromethyl)-1H-benzimidazol-1-yl]-6-(morpholin-4-yl)pyrimidin-2-yl}amino)methyl]piperidin-1-yl}cyclopentane carboxylate (50 mg) and tetrahydrofuran (1 mL) were added a 1.06 M solution of methyllithium in diethyl ether (0.33 mL) at 0° C., followed by stirring at the same temperature for 4 hours. To the reaction mixture was added a saturated aqueous ammonium chloride solution, followed by extraction with ethyl acetate. The organic layer was washed with satu... Reactants: [Na+].C(C1=CC=CC=C1)N1C2=CC(=CC(=C2C=2C(CCCC12)C(N)=O)OCC(=O)[O-])OC ([9-benzyl-4-carbamoyl-7-methoxy-1,2,3,4-tetrahydrocarbazol-5-yl]oxyacetic acid sodium salt). The reagents and catalysts are [Pd] (Pd/C). The solvent is CCOCCOCCO (carbitol). The product is C(C1=CC=CC=C1)N1C2=CC(=CC(=C2C=2C(=CC=CC12)C(N)=O)OCC(=O)O)OC ([9-benzyl-4-carbamoyl-7-methoxycarbazol-5-yl]oxyacetic acid). As a reaction SMILES: [Na+].[CH2:2]([N:9]1[C:21]2[CH2:20][CH2:19][CH2:18][CH:17]([C:22](=[O:24])[NH2:23])[C:16]=2[C:15]2[C:10]1=[CH:11][C:12]([O:30][CH3:31])=[CH:13][C:14]=2[O:25][CH2:26][C:27]([O-:29])=[O:28])[C:3]1[CH:8]=[CH:7][CH:6]=[CH:5][CH:4]=1>[Pd].CCOCCOCCO>[CH2:2]([N:9]1[C:21]2[CH:20]=[CH:19][CH:18]=[C:17]([C:22](=[O:24])[NH2:23])[C:16]=2[C:15]2[C:10]1=[CH:11][C:12]([O:30][CH3:31])=[CH:13][C:14]=2[O:25][CH2:26][C:27]([OH:29])=[O:28])[C:3]1[CH:8]=[CH:7][CH:6]=[CH:5][CH:4]=1 |f:0.1|. Procedure details: A mixture of 430 mg. of the product from Example 3 Part D, 2.0 gm. of 5% Pd/C, and 20 mL of carbitol was heated to reflux and refluxed for 21 hours, cooled, and filtered. The filtrate was diluted with water, acidified with hydrochloric acid, and extracted well with ethyl acetate. The organic phase was washed with brine, dried over sodium sulfate and evaporated in vacuo. The residue was triturated with dichloromethane and filtered to remove solid tetrahydrocarbazole. The filtrate was evaporated i... Reactants: CC(C)(C#N)c1cccc(B2OC(C)(C)C(C)(C)O2)c1, COCCOC, Ic1ccnc2[nH]ncc12, [Na+], [Na+], O=C([O-])[O-], c1ccc(P(c2ccccc2)(c2ccccc2)[Pd](P(c2ccccc2)(c2ccccc2)c2ccccc2)(P(c2ccccc2)(c2ccccc2)c2ccccc2)P(c2ccccc2)(c2ccccc2)c2ccccc2)cc1. Product: CC(C)(C#N)c1cccc(-c2ccnc3[nH]ncc23)c1. Reaction SMILES: [CH3:11][C:12]([C:13]#[N:14])([CH3:15])[c:16]1[cH:17][c:18]([B:22]2[O:23][C:24]([CH3:25])([CH3:26])[C:27]([CH3:28])([CH3:29])[O:30]2)[cH:19][cH:20][cH:21]1.[CH3:37][O:38][CH2:39][CH2:40][O:41][CH3:42].[I:1][c:2]1[c:3]2[c:4]([n:5][cH:6][cH:7]1)[nH:8][n:9][cH:10]2.[Na+:31].[Na+:32].[O-:33][C:34](=[O:35])[O-:36].[cH:43]1[cH:44][cH:45][c:46]([P:47]([Pd:48]([P:49]([c:50]2[cH:51][cH:52][cH:53][cH:54][cH:55]2)([c:56]2[cH:57][cH:58][cH:59][cH:60][cH:61]2)[c:62]2[cH:63][cH:64][cH:65][cH:66][cH:67]2)([P:68]([c:69]2[cH:70][cH:71][cH:72][cH:73][cH:74]2)([c:75]2[cH:76][cH:77][cH:78][cH:79][cH:80]2)[c:81]2[cH:82][cH:83][cH:84][cH:85][cH:86]2)[P:87]([c:88]2[cH:89][cH:90][cH:91][cH:92][cH:93]2)([c:94]2[cH:95][cH:96][cH:97][cH:98][cH:99]2)[c:100]2[cH:101][cH:102][cH:103][cH:104][cH:105]2)([c:106]2[cH:107][cH:108][cH:109][cH:110][cH:111]2)[c:112]2[cH:113][cH:114][cH:115][cH:116][cH:117]2)[cH:118][cH:119]1>>[c:2]1(-[c:18]2[cH:17][c:16]([C:12]([CH3:11])([C:13]#[N:14])[CH3:15])[cH:21][cH:20][cH:19]2)[c:3]2[c:4]([n:5][cH:6][cH:7]1)[nH:8][n:9][cH:10]2.